From a dataset of the Open Reaction Database (ORD), a public repository of structured organic reaction records. describe an organic reaction: reactants, conditions, products, and yield The reactants are COC=1C=CC2=C(CN(CCO2)S(=O)(=O)Cl)C1 (7-methoxy-2,3-dihydro-5H-benzo[f][1,4]-oxazepine-4-sulfonyl chloride), 30a, NC1=NC=CC2=C1C=C(S2)CC(C(=O)N2CCC(CC2)C)NS(=O)(=O)C2=CC=C(C=C2)OC2CCOCC2 (N-[1-(4-Amino-thieno[3,2-c]pyridin-2-ylmethyl)-2-(4-methyl-piperidin-1-yl)-2-oxo-ethyl]-4-(tetrahydropyran-4-yloxy)-benzenesulfonamide). Yields the product NC1=NC=CC2=C1C=C(S2)CC(C(=O)N2CCC(CC2)C)NS(=O)(=O)N2CCOC1=C(C2)C=C(C=C1)OC (7-Methoxy-2,3-dihydro-5H-benzo[f][1,4]oxazepine-4-sulfonic acid [1-(4-amino-thieno[3,2-c]pyridin-2-ylmethyl)-2-(4-methyl-piperidin-1-yl)-2-oxo-ethyl]-amide). Reaction SMILES: [CH3:1][O:2][C:3]1[CH:4]=[CH:5][C:6]2[O:12][CH2:11][CH2:10][N:9]([S:13](Cl)(=[O:15])=[O:14])[CH2:8][C:7]=2[CH:17]=1.[NH2:18][C:19]1[C:24]2[CH:25]=[C:26]([CH2:28][CH:29]([NH:39]S(C3C=CC(OC4CCOCC4)=CC=3)(=O)=O)[C:30]([N:32]3[CH2:37][CH2:36][CH:35]([CH3:38])[CH2:34][CH2:33]3)=[O:31])[S:27][C:23]=2[CH:22]=[CH:21][N:20]=1>>[NH2:18][C:19]1[C:24]2[CH:25]=[C:26]([CH2:28][CH:29]([NH:39][S:13]([N:9]3[CH2:8][C:7]4[CH:17]=[C:3]([O:2][CH3:1])[CH:4]=[CH:5][C:6]=4[O:12][CH2:11][CH2:10]3)(=[O:15])=[O:14])[C:30]([N:32]3[CH2:33][CH2:34][CH:35]([CH3:38])[CH2:36][CH2:37]3)=[O:31])[S:27][C:23]=2[CH:22]=[CH:21][N:20]=1. Reported procedure: This compound was prepared from 210 mg of 7-methoxy-2,3-dihydro-5H-benzo[f][1,4]-oxazepine-4-sulfonyl chloride and 210 mg of 30a using the procedure described for 58c. Yield: 70 mg (oil), (+)-FAB-MS: 560 (MH+). Reactants: C(=O)(O)[O-].[Na+] (NaHCO3), N (ammonia), CC(C)O (2-propanol), C(C)(C)(C)C1=C(C=C(C(=O)O)C=C1)[N+](=O)[O-] (4-tert-butyl-3-nitrobenzoic acid), OC1=CC=CC=2NN=NC21 (hydroxybenzotriazole), C1(CCCCC1)N=C=NC1CCCCC1 (dicyclohexylcarbodiimide). Run in ClCCl (dichloromethane). Conditions: time 2 hour. Yields the product C(C)(C)(C)C1=C(C=C(C(=O)N)C=C1)[N+](=O)[O-] (4-tert-butyl-3-nitrobenzamide). RXN SMILES: [C:1]([C:5]1[CH:13]=[CH:12][C:8]([C:9](O)=[O:10])=[CH:7][C:6]=1[N+:14]([O-:16])=[O:15])([CH3:4])([CH3:3])[CH3:2].OC1C2N=N[NH:23]C=2C=CC=1.C1(N=C=NC2CCCCC2)CCCCC1.N.CC(O)C.C([O-])(O)=O.[Na+]>ClCCl>[C:1]([C:5]1[CH:13]=[CH:12][C:8]([C:9]([NH2:23])=[O:10])=[CH:7][C:6]=1[N+:14]([O-:16])=[O:15])([CH3:4])([CH3:3])[CH3:2] |f:5.6|. Procedure details: A mixture of 4-tert-butyl-3-nitrobenzoic acid (0.1 mole), hydroxybenzotriazole (HOBt, 0.12 mole) and dicyclohexylcarbodiimide (DCC, 0.11 mole) in dichloromethane (100 mL) is stirred at room temperature while a solution of ammonia in 2-propanol (2.OM, 75 mL, 0.12 mole) is added rapidly. The mixture is stirred for two hours at room temperature, and poured into aqueous NaHCO3 (5%, 200 mL). The layers are separated, and the aqueous phase is extracted with dichloromethane (2×200 mL). The combined org... Starting materials: [H-].[Al+3].[Li+].[H-].[H-].[H-] (lithium aluminium hydride), C(C)OC(=O)C=1N=C2N(C3=CC=C(C=C3NC2=O)C(F)(F)F)C1CC=1NC=CN1 (2-ethoxycarbonyl-1-(1-imidazolylmethyl)-7-trifluoromethylimidazo[1,2-a]quinoxalin-4(5H)-one). Solvent: O1CCCC1 (tetrahydrofuran). Conditions: temperature 25 celsius. Yields the product OCC=1N=C2N(C3=CC=C(C=C3NC2=O)C(F)(F)F)C1CC=1NC=CN1 (2-Hydroxymethyl-1-(1-imidazolylmethyl)-7-trifluoromethylimidazo[1,2-a]quinoxalin-4(5H)-one). The yield is 65.7%. Reaction SMILES: [H-].[Al+3].[Li+].[H-].[H-].[H-].C([O:9][C:10]([C:12]1[N:13]=[C:14]2[C:23](=[O:24])[NH:22][C:21]3[C:16](=[CH:17][CH:18]=[C:19]([C:25]([F:28])([F:27])[F:26])[CH:20]=3)[N:15]2[C:29]=1[CH2:30][C:31]1[NH:32][CH:33]=[CH:34][N:35]=1)=O)C>O1CCCC1>[OH:9][CH2:10][C:12]1[N:13]=[C:14]2[C:23](=[O:24])[NH:22][C:21]3[C:16](=[CH:17][CH:18]=[C:19]([C:25]([F:28])([F:26])[F:27])[CH:20]=3)[N:15]2[C:29]=1[CH2:30][C:31]1[NH:32][CH:33]=[CH:34][N:35]=1 |f:0.1.2.3.4.5|. Procedure: To a suspension of lithium aluminium hydride (400 mg, 10.5 mmol) in dry tetrahydrofuran (200 ml) was added 2-ethoxycarbonyl-1-(1-imidazolylmethyl)-7-trifluoromethylimidazo[1,2-a]quinoxalin-4(5H)-one (3.6 g, 8.8 mmol) in small portions. After 20 min. at 25° C. the temperature was raised to reflux for 2 h. The reaction mixture was cooled to room temperature, quenched with water and then filtered, The solvent was evaporated in vacuo and the residue dissolved in 20% sulphuric acid. The precipitate w... Starting materials: CC(C)(C)O, CC=C(C)C, [O-][Cl+][O-], CCC(CN1CCOCC1)N1C(=O)C(C)(CC=O)CC(c2cccc(Cl)c2)C1c1ccc(Cl)cn1, [Na+], [Na+], O, O, O, O=P([O-])(O)O. Product: CCC(CN1CCOCC1)N1C(=O)C(C)(CC(=O)O)CC(c2cccc(Cl)c2)C1c1ccc(Cl)cn1. RXN SMILES: [C:53]([OH:54])([CH3:55])([CH3:56])[CH3:57].[CH3:36][C:37](=[CH:38][CH3:39])[CH3:40].[Cl+:41]([O-:42])[O-:43].[Cl:1][c:2]1[cH:3][c:4]([CH:8]2[CH2:9][C:10]([CH3:32])([CH2:33][CH:34]=[O:35])[C:11](=[O:31])[N:12]([CH:21]([CH2:22][N:23]3[CH2:24][CH2:25][O:26][CH2:27][CH2:28]3)[CH2:29][CH3:30])[CH:13]2[c:14]2[n:15][cH:16][c:17]([Cl:20])[cH:18][cH:19]2)[cH:5][cH:6][cH:7]1.[Na+:44].[Na+:52].[OH2:45].[OH2:46].[OH2:58].[P:47]([O-:48])([OH:49])([OH:50])=[O:51]>>[Cl:1][c:2]1[cH:3][c:4]([CH:8]2[CH2:9][C:10]([CH3:32])([CH2:33][C:34](=[O:35])[OH:42])[C:11](=[O:31])[N:12]([CH:21]([CH2:22][N:23]3[CH2:24][CH2:25][O:26][CH2:27][CH2:28]3)[CH2:29][CH3:30])[CH:13]2[c:14]2[n:15][cH:16][c:17]([Cl:20])[cH:18][cH:19]2)[cH:5][cH:6][cH:7]1. Reactants: [OH-].[Na+] (sodium hydroxide), C1(=CC=CC=C1)S (thiophenol), C(C)(=O)OC(C)=O (acetic anhydride), [N+](=O)([O-])C1=C2C(C(=O)OC2=O)=CC(=C1)[N+](=O)[O-] (3,5-dinitrophthalic anhydride), O1CCCC1 (tetrahydrofuran). The reagents and catalysts are [Cl-].C(C1=CC=CC=C1)[N+](CC)(CC)CC (benzyltriethylammonium chloride). Run in C(Cl)Cl (methylene chloride). Product: [N+](=O)([O-])C=1C(=C2C(C(=S)OC2=O)=CC1)C1=CC=CC=C1 (Nitro-3-phenylthiophthalic anhydride). Reaction SMILES: [N+]([C:4]1[CH:14]=[C:13]([N+:15]([O-:17])=[O:16])[CH:12]=[C:6]2[C:7]([O:9][C:10](=O)[C:5]=12)=[O:8])([O-])=O.C1([SH:24])C=CC=CC=1.C(O[C:29](=O)[CH3:30])(=O)C.[OH-].[Na+].O1[CH2:38][CH2:37][CH2:36][CH2:35]1>[Cl-].C([N+](CC)(CC)CC)C1C=CC=CC=1.C(Cl)Cl>[N+:15]([C:13]1[C:12]([C:30]2[CH:29]=[CH:38][CH:37]=[CH:36][CH:35]=2)=[C:6]2[C:7](=[O:8])[O:9][C:10](=[S:24])[C:5]2=[CH:4][CH:14]=1)([O-:17])=[O:16] |f:3.4,6.7|. Procedure: 5 g (21 mmols) of 3,5-dinitrophthalic anhydride are dissolved in 17 ml of tetrahydrofuran; 2.78 g (25.2 mmols) of thiophenol and 4.3 g (42 mmols) of acetic anhydride are then added. This solution is added dropwise, with vigorous stirring, to a mixture of 22.4 g of 30% sodium hydroxide solution, 47.8 mg (0.21 mmol) of benzyltriethylammonium chloride and 100 ml of methylene chloride. Reactants: COCC(=O)NC1=C(C=CC=C1C(F)(F)F)C(CC(=O)NC=1SC=CN1)=O (2-methoxyacetamido-β-oxo-N-(2-thiazolyl)-3-trifluoromethyl-benzene-propanamide). The reagents and catalysts are CN(C1=CC=NC=C1)C (4-dimethylamino-pyridine). Solvent: O1CCCC1 (tetrahydrofuran). Reaction conditions: temperature 20 celsius, time 2 hour. Product: OC1=C(C(=NC2=C(C=CC=C12)C(F)(F)F)COC)C(=O)NC=1SC=CN1 (4-hydroxy-2-methoxymethyl-N-(2-thiazolyl)-8-trifluoromethyl-3-quinoline-carboxamide). Isolated yield 84.4%. RXN SMILES: [CH3:1][O:2][CH2:3][C:4]([NH:6][C:7]1[C:12]([C:13]([F:16])([F:15])[F:14])=[CH:11][CH:10]=[CH:9][C:8]=1[C:17](=[O:27])[CH2:18][C:19]([NH:21][C:22]1[S:23][CH:24]=[CH:25][N:26]=1)=[O:20])=O>CN(C)C1C=CN=CC=1.O1CCCC1>[OH:27][C:17]1[C:8]2[C:7](=[C:12]([C:13]([F:16])([F:15])[F:14])[CH:11]=[CH:10][CH:9]=2)[N:6]=[C:4]([CH2:3][O:2][CH3:1])[C:18]=1[C:19]([NH:21][C:22]1[S:23][CH:24]=[CH:25][N:26]=1)=[O:20]. Procedure details: 5.03 g of 4-dimethylamino-pyridine were added to a solution of 16.5 g of the product of Step B in 205 ml of tetrahydrofuran and the mixture was stirred at 20° C. for 41/2 hours. The tetrahydrofuran was distilled off under reduced pressure at 40° C. and the dry residue was taken up in 500 ml of water. 42 ml of N hydrochloric acid were added to the mixture and the suspension was stirred at 20° C. for 30 minutes and was vacuum filtered. The product was washed with water, dried under reduced pressur... Reactants: Brc1cccc2c3c([nH]c12)C1CCN(CC1)C3, CC(C)O, OB(O)C=Cc1ccc(Cl)cc1, [Na+], [Na+], O=C([O-])[O-], Cl[Pd]Cl, c1ccc(P(c2ccccc2)c2ccccc2)cc1, c1ccc(P(c2ccccc2)c2ccccc2)cc1. The product is Clc1ccc(C=Cc2cccc3c4c([nH]c23)C2CCN(CC2)C4)cc1. Reaction SMILES: [Br:1][c:2]1[cH:3][cH:4][cH:5][c:6]2[c:7]3[c:8]([nH:9][c:10]12)[CH:11]1[CH2:12][CH2:13][N:14]([CH2:15]3)[CH2:16][CH2:17]1.[CH3:36][CH:37]([OH:38])[CH3:39].[Cl:18][c:19]1[cH:20][cH:21][c:22]([CH:25]=[CH:26][B:27]([OH:28])[OH:29])[cH:23][cH:24]1.[Na+:30].[Na+:31].[O-:32][C:33](=[O:34])[O-:35].[Pd:40]([Cl:41])[Cl:42].[c:43]1([P:44]([c:45]2[cH:46][cH:47][cH:48][cH:49][cH:50]2)[c:51]2[cH:52][cH:53][cH:54][cH:55][cH:56]2)[cH:57][cH:58][cH:59][cH:60][cH:61]1.[c:62]1([P:63]([c:64]2[cH:65][cH:66][cH:67][cH:68][cH:69]2)[c:70]2[cH:71][cH:72][cH:73][cH:74][cH:75]2)[cH:76][cH:77][cH:78][cH:79][cH:80]1>>[c:2]1([CH:26]=[CH:25][c:22]2[cH:21][cH:20][c:19]([Cl:18])[cH:24][cH:23]2)[cH:3][cH:4][cH:5][c:6]2[c:7]3[c:8]([nH:9][c:10]12)[CH:11]1[CH2:12][CH2:13][N:14]([CH2:15]3)[CH2:16][CH2:17]1.